describe an organic reaction: reactants, conditions, products, and yield From a dataset of the Open Reaction Database (ORD), a public repository of structured organic reaction records. Reactants: [BH4-], CC1CC(=Nn2c(=O)c(C3=NS(=O)(=O)c4ccccc4N3)c(O)c3ccccc32)CC(C)C1, CO, Cl, [Li+], C1CCOC1, O. The product is CC1CC(C)CC(Nn2c(=O)c(C3=NS(=O)(=O)c4ccccc4N3)c(O)c3ccccc32)C1. Reaction SMILES: [BH4-:36].[CH3:1][CH:2]1[CH2:3][C:4](=[N:9][n:10]2[c:11](=[O:33])[c:12]([C:21]3=[N:22][S:23](=[O:31])(=[O:32])[c:24]4[c:25]([cH:27][cH:28][cH:29][cH:30]4)[NH:26]3)[c:13]([OH:20])[c:14]3[cH:15][cH:16][cH:17][cH:18][c:19]23)[CH2:5][CH:6]([CH3:8])[CH2:7]1.[CH3:34][OH:35].[ClH:38].[Li+:37].[O:39]1[CH2:40][CH2:41][CH2:42][CH2:43]1.[OH2:44]>>[CH3:1][CH:2]1[CH2:3][CH:4]([NH:9][n:10]2[c:11](=[O:33])[c:12]([C:21]3=[N:22][S:23](=[O:31])(=[O:32])[c:24]4[c:25]([cH:27][cH:28][cH:29][cH:30]4)[NH:26]3)[c:13]([OH:20])[c:14]3[cH:15][cH:16][cH:17][cH:18][c:19]23)[CH2:5][CH:6]([CH3:8])[CH2:7]1. Reactants: CCOC(=O)CN1CCCC(N)C1, Cc1onc(-c2ccccc2)c1COc1ccc(C(=O)O)cn1, CCN(C(C)C)C(C)C, Cl, F[B-](F)(F)F, CN(C)C=O, CN(C)C(On1nnc2ccccc21)=[N+](C)C. Reaction SMILES: [CH2:56]([CH3:57])[O:58][C:59]([CH2:60][N:61]1[CH2:62][CH:63]([NH2:67])[CH2:64][CH2:65][CH2:66]1)=[O:68].[CH3:1][c:2]1[c:3]([CH2:13][O:14][c:15]2[n:16][cH:17][c:18]([C:19](=[O:20])[OH:21])[cH:22][cH:23]2)[c:4](-[c:7]2[cH:8][cH:9][cH:10][cH:11][cH:12]2)[n:5][o:6]1.[CH:46]([N:47]([CH2:48][CH3:49])[CH:50]([CH3:51])[CH3:52])([CH3:53])[CH3:54].[ClH:55].[F:24][B-:25]([F:26])([F:27])[F:28].[O:69]=[CH:70][N:71]([CH3:72])[CH3:73].[n:29]1([O:30][C:31]([N:32]([CH3:33])[CH3:34])=[N+:35]([CH3:36])[CH3:37])[c:38]2[cH:39][cH:40][cH:41][cH:42][c:43]2[n:44][n:45]1>>[CH3:1][c:2]1[c:3]([CH2:13][O:14][c:15]2[n:16][cH:17][c:18]([C:19](=[O:21])[NH:67][CH:63]3[CH2:62][N:61]([CH2:60][C:59]([O:58][CH2:56][CH3:57])=[O:68])[CH2:66][CH2:65][CH2:64]3)[cH:22][cH:23]2)[c:4](-[c:7]2[cH:8][cH:9][cH:10][cH:11][cH:12]2)[n:5][o:6]1. Product: CCOC(=O)CN1CCCC(NC(=O)c2ccc(OCc3c(-c4ccccc4)noc3C)nc2)C1. Starting materials: N1=CC=CC=C1 (pyridine), BrCC(=O)Br (bromoacetyl bromide), ice, NC1=CC=C(C=C1C(C(F)(F)F)(CCCC)O)Cl (6-amino-3-chloro-α-butyl-α-(trifluoromethyl)benzyl alcohol). Run in CCOCC (ether), CCOCC (ether). Conditions: time 30 minute. Yields the product C(CCC)C1(OCC(NC2=C1C=C(C=C2)Cl)=O)C(F)(F)F (5-Butyl-7-chloro-1,5-dihydro-5-(trifluoromethyl)-4,1-benzoxazepin-2(3H)-one). RXN SMILES: [NH2:1][C:2]1[C:7]([C:8]([OH:17])([CH2:13][CH2:14][CH2:15][CH3:16])[C:9]([F:12])([F:11])[F:10])=[CH:6][C:5]([Cl:18])=[CH:4][CH:3]=1.N1C=CC=CC=1.Br[CH2:26][C:27](Br)=[O:28]>CCOCC>[CH2:13]([C:8]1([C:9]([F:10])([F:11])[F:12])[C:7]2[CH:6]=[C:5]([Cl:18])[CH:4]=[CH:3][C:2]=2[NH:1][C:27](=[O:28])[CH2:26][O:17]1)[CH2:14][CH2:15][CH3:16]. Reported procedure: To a stirred ice-cooled solution of 185 mg of 6-amino-3-chloro-α-butyl-α-(trifluoromethyl)benzyl alcohol in 15 mL of dry ether was added 0.100 mL of cry pyridine and 0.060 mL of bromoacetyl bromide. After 30 min, the reaction mixture was diluted with ether, washed with water and aqueous sodium bicarbonate, dried and evaporated. The residue was dissolved in 8 mL of dry DMF and was treated at room temperature with 40 mg of 100% sodium hydride for 16 h. The reaction was partitioned between ethyl ac... Reactants: O1C(=CC=C1)/C(=C/C(=O)OCC)/OS(=O)(=O)C(F)(F)F (ethyl (Z)-3-(2-furyl)-3-{[(trifluoromethyl)sulfonyl]-oxy}-2-propenoate), P(=O)([O-])([O-])[O-].[K+].[K+].[K+] (potassium phosphate), C(#N)C=1C=C(C=CC1)B(O)O (3-cyanophenyl boronic acid), tetrakis (triphenylphosphine)palladium(0). Solvent: O1CCOCC1 (dioxane). Reaction conditions: time 8 hour. Yields the product C(#N)C=1C=C(C=CC1)\C(=C/C(=O)OCC)\C=1OC=CC1 (ethyl (E) 3-(3-cyanophenyl)-3-(2-furyl)-2-propenoate). Isolated yield 23.5%. Reaction SMILES: [O:1]1[CH:5]=[CH:4][CH:3]=[C:2]1/[C:6](/OS(C(F)(F)F)(=O)=O)=[CH:7]/[C:8]([O:10][CH2:11][CH3:12])=[O:9].P([O-])([O-])([O-])=O.[K+].[K+].[K+].[C:29]([C:31]1[CH:32]=[C:33](B(O)O)[CH:34]=[CH:35][CH:36]=1)#[N:30]>O1CCOCC1>[C:29]([C:31]1[CH:36]=[C:35](/[C:6](/[C:2]2[O:1][CH:5]=[CH:4][CH:3]=2)=[CH:7]\[C:8]([O:10][CH2:11][CH3:12])=[O:9])[CH:34]=[CH:33][CH:32]=1)#[N:30] |f:1.2.3.4|. Procedure details: To a solution of ethyl (Z)-3-(2-furyl)-3-{[(trifluoromethyl)sulfonyl]-oxy}-2-propenoate (500 mg, 1.59 mmol) in 7 ml anhydrous dioxane was added potassium phosphate (506 mg, 2.4 mmol), 3-cyanophenyl boronic acid (234 mg, 1.59 mmol), and tetrakis (triphenylphosphine)palladium(0) (46 mg, 0.04 mmol). Reaction mixture was heated to reflux and stirred overnight. Mixture was filtered through a pad of Celite, diluted with 50 ml ethyl acetate, washed with 2×50 ml water, 2×50 ml saturated brine solution, ... The reactants are C1CCNC1, ClCCl, O=Cc1cccc(Cl)c1Cl, [Na+], [OH-]. Yields the product Clc1cccc(CN2CCCC2)c1Cl. Reaction SMILES: [CH2:11]1[CH2:12][CH2:13][NH:14][CH2:15]1.[Cl:18][CH2:19][Cl:20].[Cl:1][c:2]1[c:3]([CH:4]=[O:5])[cH:6][cH:7][cH:8][c:9]1[Cl:10].[Na+:17].[OH-:16]>>[Cl:1][c:2]1[c:3]([CH2:4][N:14]2[CH2:13][CH2:12][CH2:11][CH2:15]2)[cH:6][cH:7][cH:8][c:9]1[Cl:10]. Starting materials: CC(C)(C)NS(=O)(=O)C1=CC=CC=2CSCC21 (1,3-dihydro-N-(1,1-dimethylethyl)benzo[c]thiophene-4-sulfonamide). Run in FC(C(=O)O)(F)F (trifluoroacetic acid), CCCCCC.C(C)(=O)OCC (hexane ethyl acetate). Yields the product C1SCC2=C1C=CC=C2S(=O)(=O)N (1,3-dihydrobenzo[c]thiophene-4-sulfonamide). Yield: 58.8%. As a reaction SMILES: CC([NH:5][S:6]([C:9]1[C:17]2[CH2:16][S:15][CH2:14][C:13]=2[CH:12]=[CH:11][CH:10]=1)(=[O:8])=[O:7])(C)C>FC(F)(F)C(O)=O.CCCCCC.C(OCC)(=O)C>[CH2:14]1[C:13]2[CH:12]=[CH:11][CH:10]=[C:9]([S:6]([NH2:5])(=[O:7])=[O:8])[C:17]=2[CH2:16][S:15]1 |f:2.3|. Procedure details: A solution of 3.0 g of 1,3-dihydro-N-(1,1-dimethylethyl)benzo[c]thiophene-4-sulfonamide in 50 ml of trifluoroacetic acid was stirred at ambient temperature for 4 hours. The brown solution was concentrated in vacuo. 1-Chlorobutane was added to the resulting brown oil and the mixture concentrated in vacuo. Repeating this procedure gave an oil which on trituration with 1-chlorobutane gave a brown solid. Purification of the crude reaction product by chromatography, using hexane/ethyl acetate (3:2) a...